From a dataset of the Open Reaction Database (ORD), a public repository of structured organic reaction records. describe an organic reaction: reactants, conditions, products, and yield Starting materials: O=C1N(CCN1C1=NC=CC=C1)CC(=O)O ((2-oxo-3-pyridin-2-ylimidazolidin-1-yl)acetic acid), O=C1N(CCN1C1=NC=CC=C1)CC(=O)O ((2-oxo-3-pyridin-2-ylimidazolidin-1-yl)acetic acid), NC=1C=C2CC3(C(NC4=NC=CC=C43)=O)CC2=CC1 ((−)-5-amino-1,3-dihydrospiro[indene-2,3′-pyrrolo[2,3-b]pyridin]-2′(1′H)-one), NC=1C=C2CC3(C(NC4=NC=CC=C43)=O)CC2=CC1 ((−)-5-amino-1,3-dihydrospiro[indene-2,3′-pyrrolo[2,3-b]pyridin]-2′(1′H)-one), C(CCl)Cl (EDC), C=1C=CC2=C(C1)N=NN2O (HOBT), C(C)(C)N(C(C)C)CC (N,N-diisopropylethylamine). The solvent is CN(C)C=O (DMF). Yields the product O=C1N(CCN1C1=NC=CC=C1)CC(=O)NC=1C=C2CC3(C(NC4=NC=CC=C43)=O)CC2=CC1 (2-(2-Oxo-3-pyridin-2-ylimidazolidin-1-yl)-N-(2′-oxo-1,1′,2′,3-tetrahydrospiro[indene-2,3′-pyrrolo[2,3-b]pyridin]-5-yl)acetamide). RXN SMILES: [O:1]=[C:2]1[N:6]([C:7]2[CH:12]=[CH:11][CH:10]=[CH:9][N:8]=2)[CH2:5][CH2:4][N:3]1[CH2:13][C:14]([OH:16])=O.[NH2:17][C:18]1[CH:19]=[C:20]2[C:33](=[CH:34][CH:35]=1)[CH2:32][C:22]1([C:30]3[C:25](=[N:26][CH:27]=[CH:28][CH:29]=3)[NH:24][C:23]1=[O:31])[CH2:21]2.C(Cl)CCl.C1C=CC2N(O)N=NC=2C=1.C(N(CC)C(C)C)(C)C>CN(C=O)C>[O:1]=[C:2]1[N:6]([C:7]2[CH:12]=[CH:11][CH:10]=[CH:9][N:8]=2)[CH2:5][CH2:4][N:3]1[CH2:13][C:14]([NH:17][C:18]1[CH:19]=[C:20]2[C:33](=[CH:34][CH:35]=1)[CH2:32][C:22]1([C:30]3[C:25](=[N:26][CH:27]=[CH:28][CH:29]=3)[NH:24][C:23]1=[O:31])[CH2:21]2)=[O:16]. Procedure details: A mixture of (2-oxo-3-pyridin-2-ylimidazolidin-1-yl)acetic acid (22 mg, 0.10 mmol, described in Intermediate 14), (−)-5-amino-1,3-dihydrospiro[indene-2,3′-pyrrolo[2,3-b]pyridin]-2′(1′H)-one (25 mg, 0.10 mmol, described in Intermediate 4), EDC (19 mg, 0.10 mmol), HOBT (15 mg, 0.10 mmol), and N,N-diisopropylethylamine (0.0138 mL, 0.10 mmol) is stirred in DMF (0.5 mL) at ambient temperature for 18 h. The crude mixture is purified directly by HPLC using a reversed phase C18 column and eluting with a...